From a dataset of the Open Reaction Database (ORD), a public repository of structured organic reaction records. describe an organic reaction: reactants, conditions, products, and yield Reactants: CS(=O)(=O)OCCOC1=C(C=CC=C1)OCC=C (2-[2-(2-propenyloxy)phenoxy]ethyl methanesulfonate), ClC=1C=C2C(=CNC2=CC1)CC(C)(C)N ([2-(5-chloro-1H-indol-3-yl)-1,1-dimethylethyl]amine), N1C=C(C2=CC=CC=C12)CC(C)(C)N ([2-(1H-indol-3-yl)-1,1-dimethylethyl]amine). The product is Cl.N1C=C(C2=CC=CC=C12)CC(C)(C)NCCOC1=C(C=CC=C1)OCC=C ([2-(1H-indol-3-yl)-1,1-dimethylethyl]{2-[2-(2-propenyloxy)phenoxy]ethyl}amine hydrochloride). As a reaction SMILES: CS(O[CH2:6][CH2:7][O:8][C:9]1[CH:14]=[CH:13][CH:12]=[CH:11][C:10]=1[O:15][CH2:16][CH:17]=[CH2:18])(=O)=O.[Cl:19][C:20]1[CH:21]=[C:22]2[C:26](=[CH:27][CH:28]=1)[NH:25][CH:24]=[C:23]2[CH2:29][C:30]([NH2:33])([CH3:32])[CH3:31].N1C2C(=CC=CC=2)C(CC(N)(C)C)=C1>>[ClH:19].[NH:25]1[C:26]2[C:22](=[CH:21][CH:20]=[CH:28][CH:27]=2)[C:23]([CH2:29][C:30]([NH:33][CH2:6][CH2:7][O:8][C:9]2[CH:14]=[CH:13][CH:12]=[CH:11][C:10]=2[O:15][CH2:16][CH:17]=[CH2:18])([CH3:31])[CH3:32])=[CH:24]1 |f:3.4|. Procedure: Proceeding as in Example 3, but replacing 2-[2-(cyclopropylmethyloxy)phenoxy]ethyl methanesulfonate with 2-[2-(2-propenyloxy)phenoxy]ethyl methanesulfonate and [2-(5-chloro-1H-indol-3-yl)-1,1-dimethylethyl]amine with [2-(1H-indol-3-yl)-1,1-dimethylethyl]amine, gave [2-(1H-indol-3-yl)-1,1-dimethylethyl]{2-[2-(2-propenyloxy)phenoxy]ethyl}amine hydrochloride, m.p. 55°-156° C.